Dataset: the Open Reaction Database (ORD), a public repository of structured organic reaction records. Task: describe an organic reaction: reactants, conditions, products, and yield Starting materials: FC1=CC=C(C=C1)N1N=CC2=CC(=CC=C12)O[C@H]([C@@H](C)N)C1=CC=CC=C1 ((1S,2R)-1-{[1-(4-fluorophenyl)-1H-indazol-5-yl]oxy}-1-phenylpropan-2-amine), COCCC(=O)Cl (3-methoxypropanoyl chloride). The product is FC1=CC=C(C=C1)N1N=CC2=CC(=CC=C12)O[C@@H]([C@H](C)NC(CCOC)=O)C1=CC=CC=C1 (N-[(1R,2S)-1-[1-(4-fluorophenyl)indazol-5-yl]oxy-1-phenyl-propan-2-yl]-3-methoxy-propanamide). As a reaction SMILES: [F:1][C:2]1[CH:7]=[CH:6][C:5]([N:8]2[C:16]3[C:11](=[CH:12][C:13]([O:17][C@@H:18]([C:22]4[CH:27]=[CH:26][CH:25]=[CH:24][CH:23]=4)[C@H:19]([NH2:21])[CH3:20])=[CH:14][CH:15]=3)[CH:10]=[N:9]2)=[CH:4][CH:3]=1.[CH3:28][O:29][CH2:30][CH2:31][C:32](Cl)=[O:33]>>[F:1][C:2]1[CH:3]=[CH:4][C:5]([N:8]2[C:16]3[C:11](=[CH:12][C:13]([O:17][C@H:18]([C:22]4[CH:23]=[CH:24][CH:25]=[CH:26][CH:27]=4)[C@@H:19]([NH:21][C:32](=[O:33])[CH2:31][CH2:30][O:29][CH3:28])[CH3:20])=[CH:14][CH:15]=3)[CH:10]=[N:9]2)=[CH:6][CH:7]=1. Procedure: Prepared as described in Example 1 using (1S,2R)-1-{[1-(4-fluorophenyl)-1H-indazol-5-yl]oxy}-1-phenylpropan-2-amine (1a, 18 mg, 50 μmol) and 3-methoxypropanoyl chloride (18 mg, 150 μmol). Yield 17 mg (74%). Starting materials: COC1=CC=C(COC=2C=CC=3N(C2)C=C(N3)N)C=C1 (6-[(4-methoxybenzyl)oxy]imidazo[1,2-a]pyridin-2-amine), C1(CC1)C(=O)Cl (cyclopropanecarbonyl chloride). Run in CN(C(C)=O)C (N,N-dimethylacetamide), CN(C(C)=O)C (N,N-dimethylacetamide), O (water). Reaction conditions: temperature 0 celsius, time 3 hour. The product is COC1=CC=C(COC=2C=CC=3N(C2)C=C(N3)NC(=O)C3CC3)C=C1 (N-{6-[(4-methoxybenzyl)oxy]imidazo[1,2-a]pyridin-2-yl}cyclopropanecarboxamide). Yield: 83.5%. Reaction SMILES: [CH3:1][O:2][C:3]1[CH:20]=[CH:19][C:6]([CH2:7][O:8][C:9]2[CH:10]=[CH:11][C:12]3[N:13]([CH:15]=[C:16]([NH2:18])[N:17]=3)[CH:14]=2)=[CH:5][CH:4]=1.[CH:21]1([C:24](Cl)=[O:25])[CH2:23][CH2:22]1>CN(C)C(=O)C.O>[CH3:1][O:2][C:3]1[CH:4]=[CH:5][C:6]([CH2:7][O:8][C:9]2[CH:10]=[CH:11][C:12]3[N:13]([CH:15]=[C:16]([NH:18][C:24]([CH:21]4[CH2:23][CH2:22]4)=[O:25])[N:17]=3)[CH:14]=2)=[CH:19][CH:20]=1. Procedure details: To a solution of 6-[(4-methoxybenzyl)oxy]imidazo[1,2-a]pyridin-2-amine (8.5 g, 31.6 mmol) in N,N-dimethylacetamide (80 mL) was added a solution of cyclopropanecarbonyl chloride (3.43 mL, 37.9 mmol) in N,N-dimethylacetamide (20 mL) at 0° C., and the mixture was stirred at 0° C. for 3 hr. The reaction mixture was diluted with water, and the precipitate was collected by filtration and washed with water and ethyl acetate to give the title compound (8.9 g, 83%) as a gray solid. Reactants: FC1=CC=C(C=C1)N1CN(C(C12CCNCC2)=O)CC=2C=C(C(=O)OC(C)(C)C)C=CC2 (tert-butyl 3-((1-(4-fluorophenyl)-4-oxo-1,3,8-triazaspiro[4.5]decan-3-yl)methyl)benzoate), [I-].[Na+] (sodium iodide), C([O-])(O)=O.[K+] (potassium bicarbonate), ClCCCN1C(C(C2=CC=CC=C12)(C)F)=O (1-(3-chloropropyl)-3-fluoro-3-methylindolin-2-one). Run in CC(CC)=O (2-butanone). Conditions: temperature 78 celsius, time 2 hour. The product is FC1(C(N(C2=CC=CC=C12)CCCN1CCC2(C(N(CN2C2=CC=C(C=C2)F)CC=2C=C(C(=O)OC(C)(C)C)C=CC2)=O)CC1)=O)C (tert-butyl 3-((8-(3-(3-fluoro-3-methyl-2-oxoindolin-1-yl)propyl)-1-(4-fluorophenyl)-4-oxo-1,3,8-triazaspiro[4.5]decan-3-yl)methyl)benzoate). Isolated yield 91.0%. Reaction SMILES: [F:1][C:2]1[CH:7]=[CH:6][C:5]([N:8]2[C:12]3([CH2:17][CH2:16][NH:15][CH2:14][CH2:13]3)[C:11](=[O:18])[N:10]([CH2:19][C:20]3[CH:21]=[C:22]([CH:30]=[CH:31][CH:32]=3)[C:23]([O:25][C:26]([CH3:29])([CH3:28])[CH3:27])=[O:24])[CH2:9]2)=[CH:4][CH:3]=1.[I-].[Na+].C(=O)(O)[O-].[K+].Cl[CH2:41][CH2:42][CH2:43][N:44]1[C:52]2[C:47](=[CH:48][CH:49]=[CH:50][CH:51]=2)[C:46]([F:54])([CH3:53])[C:45]1=[O:55]>CC(=O)CC>[F:54][C:46]1([CH3:53])[C:47]2[C:52](=[CH:51][CH:50]=[CH:49][CH:48]=2)[N:44]([CH2:43][CH2:42][CH2:41][N:15]2[CH2:14][CH2:13][C:12]3([N:8]([C:5]4[CH:4]=[CH:3][C:2]([F:1])=[CH:7][CH:6]=4)[CH2:9][N:10]([CH2:19][C:20]4[CH:21]=[C:22]([CH:30]=[CH:31][CH:32]=4)[C:23]([O:25][C:26]([CH3:27])([CH3:28])[CH3:29])=[O:24])[C:11]3=[O:18])[CH2:17][CH2:16]2)[C:45]1=[O:55] |f:1.2,3.4|. Procedure details: To a solution of tert-butyl 3-((1-(4-fluorophenyl)-4-oxo-1,3,8-triazaspiro[4.5]decan-3-yl)methyl)benzoate (0.2 g, 0.46 mmol), sodium iodide (0.021 g, 0.14 mmol) and potassium bicarbonate (0.095 g, 0.69 mmol) in 2-butanone (5 mL), was added 1-(3-chloropropyl)-3-fluoro-3-methylindolin-2-one (0.11 g, 0.46 mmol). After stirring at 78° C. for 2 hours, the reaction mixture was filtered and isolated by Biotage flash chromatography (1-10% methanol/dichloromethane) to obtain the title compound (0.27 g, 9... Starting materials: ClC1=CC=C(CN)C=C1 (4-chlorobenzylamine), C(#N)C1=CC=C(C=O)C=C1 (4-cyanobenzaldehyde), [BH3-]C#N.[Na+] (NaCNBH3). The reagents and catalysts are [Cl-].[Cl-].[Zn+2] (ZnCl2). Solvent: C([O-])(O)=O.[Na+] (sodium bicarbonate). Reaction conditions: time 2 day. Product: ClC1=CC=C(CNCC2=CC=C(C=C2)C#N)C=C1 (N-(4-chlorobenzyl)-4-cyanobenzyl amine). As a reaction SMILES: [Cl:1][C:2]1[CH:9]=[CH:8][C:5]([CH2:6][NH2:7])=[CH:4][CH:3]=1.[C:10]([C:12]1[CH:19]=[CH:18][C:15]([CH:16]=O)=[CH:14][CH:13]=1)#[N:11].[BH3-]C#N.[Na+]>C(=O)(O)[O-].[Na+].[Cl-].[Cl-].[Zn+2]>[Cl:1][C:2]1[CH:9]=[CH:8][C:5]([CH2:6][NH:7][CH2:16][C:15]2[CH:18]=[CH:19][C:12]([C:10]#[N:11])=[CH:13][CH:14]=2)=[CH:4][CH:3]=1 |f:2.3,4.5,6.7.8|. Reported procedure: To a methanolic solution (20 mL) of 4-chlorobenzylamine (1.02 g, 7.2 mmol) was added successively ZnCl2 (0.981 g, 7.2 mmol), 4-cyanobenzaldehyde (1.007 g, 7.3 mmol), and NaCNBH3 (0.452 g, 7.2 mmol). The reaction mixture was stirred at r.t. for 2 days. It was diluted with aq. sodium bicarbonate and the reaction mixture was extracted with methylene chloride. The combined organic extracts were washed with brine, dried over magnesium sulfate and concentrated. The product (compound 22) was purified b... Reactants: Cc1nc(C(=O)Nc2cnn(Cc3cnc(C(C)O[Si](C)(C)C(C)(C)C)o3)n2)c(-c2cccc(OC(F)(F)F)c2)o1, CCCC[N+](CCCC)(CCCC)CCCC, C1CCOC1, [F-], N#N. Product: Cc1nc(C(=O)Nc2cnn(Cc3cnc(C(C)O)o3)n2)c(-c2cccc(OC(F)(F)F)c2)o1. RXN SMILES: [C:3]([Si:4]([CH3:5])([CH3:6])[O:8][CH:9]([CH3:10])[c:11]1[o:12][c:13]([CH2:16][n:17]2[n:18][cH:19][c:20]([NH:22][C:23](=[O:24])[c:25]3[n:26][c:27]([CH3:41])[o:28][c:29]3-[c:30]3[cH:31][c:32]([O:36][C:37]([F:38])([F:39])[F:40])[cH:33][cH:34][cH:35]3)[n:21]2)[cH:14][n:15]1)([CH3:7])([CH3:42])[CH3:43].[CH2:45]([N+:46]([CH2:47][CH2:48][CH2:49][CH3:50])([CH2:51][CH2:52][CH2:53][CH3:54])[CH2:55][CH2:56][CH2:57][CH3:58])[CH2:59][CH2:60][CH3:61].[CH2:62]1[O:63][CH2:64][CH2:65][CH2:66]1.[F-:44].[N:1]#[N:2]>>[OH:8][CH:9]([CH3:10])[c:11]1[o:12][c:13]([CH2:16][n:17]2[n:18][cH:19][c:20]([NH:22][C:23](=[O:24])[c:25]3[n:26][c:27]([CH3:41])[o:28][c:29]3-[c:30]3[cH:31][c:32]([O:36][C:37]([F:38])([F:39])[F:40])[cH:33][cH:34][cH:35]3)[n:21]2)[cH:14][n:15]1. Starting materials: C1(=CC=CC=C1)CCCCCCCCC1=C(C=O)C=CC=C1 (2-(8-phenyloctyl)benzaldehyde), C(C)(C)NC(C)C (diisopropylamine), C(CCC)[Li] (n-butyllithium), COCC(=O)OC (methyl methoxyacetate). Solvent: O1CCCC1 (tetrahydrofuran), O1CCCC1 (tetrahydrofuran), O1CCCC1 (tetrahydrofuran). Reaction conditions: time 15 minute. Product: COC(C(=O)OC)C(C1=C(C=CC=C1)CCCCCCCCC1=CC=CC=C1)O (Methyl 2-methoxy-3-hydroxy-3-[2-(8-phenyloctyl)phenyl]propanoate). As a reaction SMILES: C(NC(C)C)(C)C.C([Li])CCC.[CH3:13][O:14][CH2:15][C:16]([O:18][CH3:19])=[O:17].[C:20]1([CH2:26][CH2:27][CH2:28][CH2:29][CH2:30][CH2:31][CH2:32][CH2:33][C:34]2[CH:41]=[CH:40][CH:39]=[CH:38][C:35]=2[CH:36]=[O:37])[CH:25]=[CH:24][CH:23]=[CH:22][CH:21]=1>O1CCCC1>[CH3:13][O:14][CH:15]([CH:36]([OH:37])[C:35]1[CH:38]=[CH:39][CH:40]=[CH:41][C:34]=1[CH2:33][CH2:32][CH2:31][CH2:30][CH2:29][CH2:28][CH2:27][CH2:26][C:20]1[CH:25]=[CH:24][CH:23]=[CH:22][CH:21]=1)[C:16]([O:18][CH3:19])=[O:17]. Reported procedure: To tetrahydrofuran (50 ml), cooled to -78° C. under argon, was added diisopropylamine (5.7 ml, 0.041 mole) followed by n-butyllithium (16 ml, 0.041 mole) slowly. After 15 minutes, methyl methoxyacetate (4.25 g, 0.041 mole) in tetrahydrofuran (10 ml) was added dropwise. The resulting solution was stirred for 30 minutes after which a solution of 2-(8-phenyloctyl)benzaldehyde in tetrahydrofuran (10 ml) was added dropwise. After 2 hours the reaction mixture was quenched with a solution of saturated ... Starting materials: resultant mixture, ClCCCS(=O)(=O)Cl (3-chloropropylsulfonyl chloride), Cl.CN (methylamine hydrochloride), C([O-])([O-])=O.[K+].[K+] (potassium carbonate). The reagents and catalysts are [Cl-].C(C1=CC=CC=C1)[N+](C)(C)C (N-benzyltrimethylammonium chloride). Run in C(C)(=O)OCC (ethyl acetate). The product is CNS(=O)(=O)CCCCl (N-methyl-3-chloropropylsulfonamide). The yield is 73.7%. Reaction SMILES: [Cl:1][CH2:2][CH2:3][CH2:4][S:5](Cl)(=[O:7])=[O:6].Cl.[CH3:10][NH2:11].C(=O)([O-])[O-].[K+].[K+]>[Cl-].C([N+](C)(C)C)C1C=CC=CC=1.C(OCC)(=O)C>[CH3:10][NH:11][S:5]([CH2:4][CH2:3][CH2:2][Cl:1])(=[O:7])=[O:6] |f:1.2,3.4.5,6.7|. Reported procedure: 3-Chloropropylsulfonyl chloride 1 (6.8 g,94.9 mmol), methylamine hydrochloride (13.5 g,200 mmol), and potassium carbonate (27.6 g,200 mmol) were added in turn to ethyl acetate (500 ml). After the addition of N-benzyltrimethylammonium chloride (about 200 mg), the resultant mixture was stirred for 2 hours at room temperature and dried over anhydrous sodium sulfate. The mixture was filtered through a small amount of silica gel and the filtrate was concentrated in vacuo to give 12 g (74%) of crude N... Product: Cn1cnc(C#N)c1-c1cncc(C(F)(F)F)c1. The reagents and catalysts are CC(C)(C)c1ccc(-c2ccc(C(C)(C)C)cc2)cc1 (4,4'-di-tert-butylbiphenyl), CC(C)(C)C(=O)[O-].[K+] (KOPiv), Cl[Pd]CC=C.C=CC[Pd]Cl ([Pd(allyl)Cl]2), CN(C)c1ccc(P(C2CCCCC2)C2CCCCC2)cc1 (A-caPhos). Run at temperature 120 celsius, time 24 hour. The solvent is CC(=O)N(C)C (DMA), CC(=O)N(C)C (DMA), CC(=O)N(C)C (DMA). The reactants are FC(F)(F)c1cncc(Br)c1, Cn1cnc(C#N)c1. Isolated yield 80.7%. Starting materials: N(=[N+]=[N-])C[C@H](O)C1=C2C=CC(NC2=C(C=C1)OCC1=CC=CC=C1)=O (5-((R)-2-Azido-1-hyroxyethyl)-8-benzyloxy-1H-quinolin-2-one), C(C)(=O)O (acetic acid). The reagents and catalysts are [OH-].[Pd+2].[OH-].[C] (palladium hydroxide carbon). Conditions: time 8 hour. Yields the product C(C)(=O)O.NC[C@H](O)C1=C2C=CC(NC2=C(C=C1)O)=O (5-((R)-2-amino-1-hyroxyethyl)-8-hydroxy-1H-quinolin-2-one acetate). Reaction SMILES: [N:1]([CH2:4][C@@H:5]([C:7]1[CH:16]=[CH:15][C:14]([O:17]CC2C=CC=CC=2)=[C:13]2[C:8]=1[CH:9]=[CH:10][C:11](=[O:25])[NH:12]2)[OH:6])=[N+]=[N-].[C:26]([OH:29])(=[O:28])[CH3:27]>[OH-].[Pd+2].[OH-].[C]>[C:26]([OH:29])(=[O:28])[CH3:27].[NH2:1][CH2:4][C@@H:5]([C:7]1[CH:16]=[CH:15][C:14]([OH:17])=[C:13]2[C:8]=1[CH:9]=[CH:10][C:11](=[O:25])[NH:12]2)[OH:6] |f:2.3.4.5,6.7|. Procedure: 5-((R)-2-Azido-1-hyroxyethyl)-8-benzyloxy-1H-quinolin-2-one (16.8 g, 49.9 mol) was suspended in acetic acid (50 mL), a catalytic amount of palladium hydroxide-carbon was added thereto, and the solution was stirred under a hydrogen atmosphere overnight. The catalyst was removed by filtration and the filtrate was concentrated under reduced pressure. To the residue were added methanol (100 mL) and ethyl acetate (100 mL), and the mixture was stirred. The precipitate was collected by filtration and d... The reactants are C(#N)C1=CC=C(OC(C#CC2=NC=C(C=C2)C(=O)OCC2=CC=CC=C2)(C)C)C=C1 (benzyl 2-[3-(4-cyanophenoxy)-3-methyl-1-butyn-1-yl]pyridine-5-carboxylate). Solvent: ClC1=C(C=CC=C1)Cl (1,2-dichlorobenzene), ClC1=C(C=CC=C1)Cl (1,2-dichlorobenzene). Run at time 2 hour. Yields the product C(#N)C=1C=CC2=C(C(=CC(O2)(C)C)C2=CC=C(C=N2)C(=O)OCC2=CC=CC=C2)C1 (benzyl 6-(6-cyano-2,2-dimethyl-2H-1-benzopyran-4-yl)- 3-pyridinecarboxylate). Isolated yield 61.1%. As a reaction SMILES: [C:1]([C:3]1[CH:30]=[CH:29][C:6]([O:7][C:8]([CH3:28])([CH3:27])[C:9]#[C:10][C:11]2[CH:16]=[CH:15][C:14]([C:17]([O:19][CH2:20][C:21]3[CH:26]=[CH:25][CH:24]=[CH:23][CH:22]=3)=[O:18])=[CH:13][N:12]=2)=[CH:5][CH:4]=1)#[N:2]>ClC1C=CC=CC=1Cl>[C:1]([C:3]1[CH:30]=[CH:29][C:6]2[O:7][C:8]([CH3:28])([CH3:27])[CH:9]=[C:10]([C:11]3[N:12]=[CH:13][C:14]([C:17]([O:19][CH2:20][C:21]4[CH:26]=[CH:25][CH:24]=[CH:23][CH:22]=4)=[O:18])=[CH:15][CH:16]=3)[C:5]=2[CH:4]=1)#[N:2]. Reported procedure: 9 g of benzyl 2-[3-(4-cyanophenoxy)-3-methyl-1-butyn-1-yl]pyridine-5-carboxylate were dissolved in 300 ml of 1,2-dichlorobenzene and the solution was added dropwise over a period of 5 hours to 10% ml of 1,2-dichlorobenzene heated at reflux. After a further 2 hours the mixture was allowed to cool to room temperature and was then evaporated. The residue was chromatographed on silica gel using ethyl acetate/petroleum ether (1:9), (1:6) and (1:4) for the elution. There were obtained 5.5 g of benzyl ...